From a dataset of the Open Reaction Database (ORD), a public repository of structured organic reaction records. describe an organic reaction: reactants, conditions, products, and yield The reactants are FC=1C(=C(C(=C2C1C(=O)OC2=O)F)F)F (tetrafluorophthalic anhydride), C(CCCCCCC)N(CCCCCCCC)CCCCCCCC (tri-n-octylamine), CO (methanol). Product: COC(C1=CC(=C(C(=C1F)F)F)F)=O (3,4,5,6-tetrafluorobenzoic acid methyl ester). The yield is 92.4%. RXN SMILES: [F:1][C:2]1[C:3]([F:15])=[C:4]([F:14])[C:5]([F:13])=[C:6]2[C:11](=[O:12])[O:10][C:8](=O)[C:7]=12.C(N(CCCCCCCC)CCCCCCCC)CCCCCCC.CO>>[CH3:8][O:10][C:11](=[O:12])[C:6]1[C:5]([F:13])=[C:4]([F:14])[C:3]([F:15])=[C:2]([F:1])[CH:7]=1. Reported procedure: Into a 100 ml glass reactor equipped with a reflux condenser and a stirrer, 20 g (0.091 mol) of the tetrafluorophthalic anhydride prepared in Example 3 and 32.2 g (0.091 mol) of tri-n-octylamine were charged and 3.5 g (0.109 mol) of methanol was dropwise added thereto. Then, the mixture was reacted at 140° C. for 4 hours. After completion of the reaction, the reaction mixture was separated by distillation to obtain 17.5 g of 3,4,5,6-tetrafluorobenzoic acid methyl ester. The yield was 92.3%. Product: C(C)(C)(C)OC(N[C@H]1[C@H](OC2=C(N(C1=O)CCO)C=C(C=C2)F)C)=O ([(6R,7S)-2-fluoro-9-(2-hydroxy-ethyl)-6-methyl-8-oxo-6,7,8,9-tetrahydro-5-oxa-9-aza-benzocyclohepten-7-yl]-carbamic acid tert-butyl ester). Isolated yield 60.5%. Reported procedure: 0.10 g (0.28 mmol) [(6R,7S)-2-Fluoro-6-methyl-8-oxo-9-(2-oxo-ethyl)-6,7,8,9-tetrahydro-5-oxa-9-aza-benzocyclohepten-7-yl]-carbamic acid tert-butyl ester in 4 ml tetrahydrofurane were reduced with 0.02 g (0.34 mmol) sodium borohydride. Chromatography on silicagel with ethylacetate/heptane 8:2 yielded 0.06 g (56%) [(6R,7S)-2-fluoro-9-(2-hydroxy-ethyl)-6-methyl-8-oxo-6,7,8,9-tetrahydro-5-oxa-9-aza-benzocyclohepten-7-yl]-carbamic acid tert-butyl ester, MS m/e (%): 377.3 (M+Na+, 86), 355.2 (M+H+, 14)... Run in O1CCCC1 (tetrahydrofurane). RXN SMILES: [C:1]([O:5][C:6](=[O:25])[NH:7][C@@H:8]1[C:14](=[O:15])[N:13]([CH2:16][CH:17]=[O:18])[C:12]2[CH:19]=[C:20]([F:23])[CH:21]=[CH:22][C:11]=2[O:10][C@@H:9]1[CH3:24])([CH3:4])([CH3:3])[CH3:2].[BH4-].[Na+].C(OC(=O)C)C.CCCCCCC>O1CCCC1>[C:1]([O:5][C:6](=[O:25])[NH:7][C@@H:8]1[C:14](=[O:15])[N:13]([CH2:16][CH2:17][OH:18])[C:12]2[CH:19]=[C:20]([F:23])[CH:21]=[CH:22][C:11]=2[O:10][C@@H:9]1[CH3:24])([CH3:4])([CH3:2])[CH3:3] |f:1.2,3.4|. The reactants are C(C)(C)(C)OC(N[C@H]1[C@H](OC2=C(N(C1=O)CC=O)C=C(C=C2)F)C)=O ([(6R,7S)-2-Fluoro-6-methyl-8-oxo-9-(2-oxo-ethyl)-6,7,8,9-tetrahydro-5-oxa-9-aza-benzocyclohepten-7-yl]-carbamic acid tert-butyl ester), C(C)OC(C)=O.CCCCCCC (ethylacetate heptane), [BH4-].[Na+] (sodium borohydride). Starting materials: ClC1=C(C=C2C(C(=CN(C2=C1)C1CC1)C(=O)O)=O)F (7-chloro-1-cyclopropyl-6-fluoro-1,4-dihydro-4-oxo-3-quinolinecarboxylic acid), O1C=C(C=C1)C1CNCCN1 (3-(3-furanyl)piperazine). Solvent: N1=CC=CC=C1 (pyridine). Run at temperature 120 celsius. Product: C1(CC1)N1C=C(C(C2=CC(=C(C=C12)N1CC(NCC1)C1=COC=C1)F)=O)C(=O)O (1-Cyclopropyl-6-fluoro-1,4-dihydro-4-oxo-7-[3-(3-furanyl)-1-piperazinyl]-3-quinolinecarboxylic acid). Isolated yield 24.3%. RXN SMILES: Cl[C:2]1[CH:11]=[C:10]2[C:5]([C:6](=[O:18])[C:7]([C:15]([OH:17])=[O:16])=[CH:8][N:9]2[CH:12]2[CH2:14][CH2:13]2)=[CH:4][C:3]=1[F:19].[O:20]1[CH:24]=[CH:23][C:22]([CH:25]2[NH:30][CH2:29][CH2:28][NH:27][CH2:26]2)=[CH:21]1>N1C=CC=CC=1>[CH:12]1([N:9]2[C:10]3[C:5](=[CH:4][C:3]([F:19])=[C:2]([N:27]4[CH2:28][CH2:29][NH:30][CH:25]([C:22]5[CH:23]=[CH:24][O:20][CH:21]=5)[CH2:26]4)[CH:11]=3)[C:6](=[O:18])[C:7]([C:15]([OH:17])=[O:16])=[CH:8]2)[CH2:14][CH2:13]1. Reported procedure: A mixture of 365 mg of 7-chloro-1-cyclopropyl-6-fluoro-1,4-dihydro-4-oxo-3-quinolinecarboxylic acid, 593 mg of 3-(3-furanyl)piperazine and 10 ml of pyridine was heated in a pressure bottle at about 120° C. for 2 days, then allowed to cool and the solvent removed. The residue was purified by flash silica gel column chormatography eluting with chloroform:methanol:water:triethylamine (95:5:1:1). This product was then triturated with methanol-ether and the solid, washed with methanol, then ether and...